Dataset: the Open Reaction Database (ORD), a public repository of structured organic reaction records. Task: describe an organic reaction: reactants, conditions, products, and yield Reactants: [BH4-], C1COCCO1, CC(=O)O, COc1cccc(C=C[N+](=O)[O-])c1, CCO, CCOC(C)=O, [Cl-], [Na+], [Na+], O. The product is COc1cccc(CC[N+](=O)[O-])c1. RXN SMILES: [BH4-:14].[CH2:22]1[O:23][CH2:24][CH2:25][O:26][CH2:27]1.[CH3:16][C:17](=[O:18])[OH:19].[CH3:1][O:2][c:3]1[cH:4][c:5]([CH:9]=[CH:10][N+:11](=[O:12])[O-:13])[cH:6][cH:7][cH:8]1.[CH3:28][CH2:29][OH:30].[CH3:32][CH2:33][O:34][C:35](=[O:36])[CH3:37].[Cl-:21].[Na+:15].[Na+:20].[OH2:31]>>[CH3:1][O:2][c:3]1[cH:4][c:5]([CH2:9][CH2:10][N+:11](=[O:12])[O-:13])[cH:6][cH:7][cH:8]1.